This data is from the Open Reaction Database (ORD), a public repository of structured organic reaction records. The task is: describe an organic reaction: reactants, conditions, products, and yield Starting materials: C(#N)CC(N)=S (2-cyanoethanethioamide), C(=O)C1=C(C=C(C=C1)N1CCN(CC1)C(=O)OC(C)(C)C)[N+](=O)[O-] (tert-butyl 4-(4-formyl-3-nitrophenyl)piperazine-1-carboxylate). Reagents/catalysts: N1CCCCC1 (piperidine). Solvent: C(C)O (ethanol). Conditions: time 12 hour. Yields the product NC(C(=CC1=C(C=C(C=C1)N1CCN(CC1)C(=O)OC(C)(C)C)[N+](=O)[O-])C#N)=S (tert-butyl 4-(4-(3-amino-2-cyano-3-thioxoprop-1-enyl)-3-nitrophenyl)piperazine-1-carboxylate). The yield is 83.0%. As a reaction SMILES: [C:1]([CH2:3][C:4](=[S:6])[NH2:5])#[N:2].[CH:7]([C:9]1[CH:14]=[CH:13][C:12]([N:15]2[CH2:20][CH2:19][N:18]([C:21]([O:23][C:24]([CH3:27])([CH3:26])[CH3:25])=[O:22])[CH2:17][CH2:16]2)=[CH:11][C:10]=1[N+:28]([O-:30])=[O:29])=O>N1CCCCC1.C(O)C>[NH2:5][C:4](=[S:6])[C:3]([C:1]#[N:2])=[CH:7][C:9]1[CH:14]=[CH:13][C:12]([N:15]2[CH2:20][CH2:19][N:18]([C:21]([O:23][C:24]([CH3:27])([CH3:25])[CH3:26])=[O:22])[CH2:17][CH2:16]2)=[CH:11][C:10]=1[N+:28]([O-:30])=[O:29]. Procedure details: 1.5 g (15 mmol) of 2-cyanoethanethioamide, 60 ml of ethanol and one drop of piperidine are added respectively to 5 g (15 mmol) of tert-butyl 4-(4-formyl-3-nitrophenyl)piperazine-1-carboxylate. The reaction mixture is stirred at room temperature for 12 hours. The precipitate obtained is filtered to yield 5.2 g (83%) of tert-butyl 4-(4-(3-amino-2-cyano-3-thioxoprop-1-enyl)-3-nitrophenyl)piperazine-1-carboxylate in the form of a yellow solid. Reactants: C(#N)C1=CC=C(C=C1)NCC1=NC2=C(N1C)C=CC(=C2)[C@](C)(C(=O)N2CCCC2)NC(=O)OC(C)(C)C ((R)-2-(4-cyanophenylaminomethyl)-1-methyl-5-[1-(N-tert.butyloxycarbonylamino)-1-(pyrrolidinocarbonyl)-ethyl]-benzimidazole), Cl (hydrochloric acid). The solvent is O1CCOCC1 (dioxane). Yields the product C(#N)C1=CC=C(C=C1)NCC1=NC2=C(N1C)C=CC(=C2)[C@](C)(C(=O)N2CCCC2)N ((R)-2-(4-cyanophenylaminomethyl)-1-methyl-5-[1-amino-1-(pyrrolidinocarbonyl)-ethyl]-benzimidazole). Reaction SMILES: [C:1]([C:3]1[CH:8]=[CH:7][C:6]([NH:9][CH2:10][C:11]2[N:15]([CH3:16])[C:14]3[CH:17]=[CH:18][C:19]([C@@:21]([NH:30]C(OC(C)(C)C)=O)([C:23]([N:25]4[CH2:29][CH2:28][CH2:27][CH2:26]4)=[O:24])[CH3:22])=[CH:20][C:13]=3[N:12]=2)=[CH:5][CH:4]=1)#[N:2].Cl>O1CCOCC1>[C:1]([C:3]1[CH:4]=[CH:5][C:6]([NH:9][CH2:10][C:11]2[N:15]([CH3:16])[C:14]3[CH:17]=[CH:18][C:19]([C@@:21]([NH2:30])([C:23]([N:25]4[CH2:29][CH2:28][CH2:27][CH2:26]4)=[O:24])[CH3:22])=[CH:20][C:13]=3[N:12]=2)=[CH:7][CH:8]=1)#[N:2]. Reported procedure: Prepared analogously to Example 6i from (R)-2-(4-cyanophenylaminomethyl)-1-methyl-5-[1-(N-tert.butyloxycarbonylamino)-1-(pyrrolidinocarbonyl)-ethyl]-benzimidazole and 6N hydrochloric acid in dioxane.